Dataset: the Open Reaction Database (ORD), a public repository of structured organic reaction records. Task: describe an organic reaction: reactants, conditions, products, and yield The product is O=C(Nc1ccc(O)c(C(=O)Nc2cc(C(F)(F)F)cc(C(F)(F)F)c2)c1)c1ccccc1. Reactants: O=C(Cl)c1ccccc1, Nc1ccc(O)c(C(=O)Nc2cc(C(F)(F)F)cc(C(F)(F)F)c2)c1, C1CCOC1, O, c1ccncc1. Reaction SMILES: [C:37]([c:38]1[cH:39][cH:40][cH:41][cH:42][cH:43]1)(=[O:44])[Cl:45].[NH2:1][c:2]1[cH:3][cH:4][c:5]([OH:25])[c:6]([C:7](=[O:8])[NH:9][c:10]2[cH:11][c:12]([C:20]([F:21])([F:22])[F:23])[cH:13][c:14]([C:16]([F:17])([F:18])[F:19])[cH:15]2)[cH:24]1.[O:32]1[CH2:33][CH2:34][CH2:35][CH2:36]1.[OH2:46].[cH:26]1[cH:27][cH:28][n:29][cH:30][cH:31]1>>[NH:1]([c:2]1[cH:3][cH:4][c:5]([OH:25])[c:6]([C:7](=[O:8])[NH:9][c:10]2[cH:11][c:12]([C:20]([F:21])([F:22])[F:23])[cH:13][c:14]([C:16]([F:17])([F:18])[F:19])[cH:15]2)[cH:24]1)[C:37]([c:38]1[cH:39][cH:40][cH:41][cH:42][cH:43]1)=[O:44]. The reactants are CCN(CC)S(F)(F)F (DAST), O1C(OCC1)C1=CC=CC(=N1)C(C)O (1-(6-[1,3]-dioxolan-2-yl-pyridin-2-yl)ethanol), aqueous solution, C([O-])(O)=O.[Na+] (sodium bicarbonate). Solvent: ClCCl (dichloromethane). Conditions: temperature -78 celsius, time 30 minute. Yields the product O1C(OCC1)C1=NC(=CC=C1)C(C)F (2-[1,3]dioxolan-2-yl-6-(1-fluoroethyl)pyridine). RXN SMILES: CCN(S(F)(F)[F:7])CC.[O:10]1[CH2:14][CH2:13][O:12][CH:11]1[C:15]1[N:20]=[C:19]([CH:21](O)[CH3:22])[CH:18]=[CH:17][CH:16]=1.C(=O)(O)[O-].[Na+]>ClCCl>[O:10]1[CH2:14][CH2:13][O:12][CH:11]1[C:15]1[CH:16]=[CH:17][CH:18]=[C:19]([CH:21]([F:7])[CH3:22])[N:20]=1 |f:2.3|. Procedure details: 0.81 ml of diethylamine trifluorosulfide (6.14 mmol) is added to a solution of 0.60 g of 1-(6-[1,3]-dioxolan-2-yl-pyridin-2-yl)ethanol (3.07 mmol) in 25 ml of dichloromethane cooled to -78° C. and maintained under a nitrogen atmosphere. The mixture is stirred for 30 minutes at -78° C. and then for 2 hours at room temperature. The mixture is poured slowly into a 10% aqueous solution of sodium bicarbonate. The organic phase is dried over magnesium sulfate, filtered and the solvent is evaporated of...